From a dataset of the Open Reaction Database (ORD), a public repository of structured organic reaction records. describe an organic reaction: reactants, conditions, products, and yield The reactants are C(C)B(CC)CC (triethylborane), [BH4-].[Na+] (sodium borohydride), C(C)B(OC)CC (diethyl methoxyborane), FC1=CC=C(C=C1)C=1N=C(N(C1C1=CC=C(C=C1)F)/C=C/[C@H](CC(CC(=O)OC)=O)O)C(C)C (methyl (5S,E)-7-[4,5-bis(4-fluorophenyl)-2-(1-methylethyl)-1H-imidazol-1-yl]-5-hydroxy-3-oxo-6-heptenoate). The solvent is CO (methanol), C1CCOC1 (THF), C(C)(=O)OCC (ethyl acetate). Run at time 1 hour. The product is FC1=CC=C(C=C1)C=1N=C(N(C1C1=CC=C(C=C1)F)/C=C/[C@H](C[C@H](CC(=O)OC)O)O)C(C)C (Methyl (3R,5S,E)-7-[4,5-bis(4-fluorophenyl)-2-(1-methylethyl)-1H-imidazol-1-yl]-3,5-dihydroxy-6-heptenoate). The yield is 48.7%. Reaction SMILES: C(B(CC)CC)C.C(B(CC)OC)C.[F:15][C:16]1[CH:21]=[CH:20][C:19]([C:22]2[N:23]=[C:24]([CH:46]([CH3:48])[CH3:47])[N:25](/[CH:34]=[CH:35]/[C@@H:36]([OH:45])[CH2:37][C:38](=[O:44])[CH2:39][C:40]([O:42][CH3:43])=[O:41])[C:26]=2[C:27]2[CH:32]=[CH:31][C:30]([F:33])=[CH:29][CH:28]=2)=[CH:18][CH:17]=1.[BH4-].[Na+]>C(OCC)(=O)C.CO.C1COCC1>[F:15][C:16]1[CH:21]=[CH:20][C:19]([C:22]2[N:23]=[C:24]([CH:46]([CH3:48])[CH3:47])[N:25](/[CH:34]=[CH:35]/[C@@H:36]([OH:45])[CH2:37][C@@H:38]([OH:44])[CH2:39][C:40]([O:42][CH3:43])=[O:41])[C:26]=2[C:27]2[CH:28]=[CH:29][C:30]([F:33])=[CH:31][CH:32]=2)=[CH:18][CH:17]=1 |f:3.4|. Reported procedure: A mixture of dry THF (4 ml) and dry methanol (1 ml) under nitrogen at room temperature was treated with a solution of triethylborane (1.0M in THF, 0.6 ml). After 1 h, the mixture was cooled to -78°, and a portion of this diethyl methoxyborane solution (1.93 ml) was added to methyl (5S,E)-7-[4,5-bis(4-fluorophenyl)-2-(1-methylethyl)-1H-imidazol-1-yl]-5-hydroxy-3-oxo-6-heptenoate (73.8 mg) under magnetic stirring. The homogeneous solution was stirred for 1 h, then treated with powdered sodium boro...